The task is: describe an organic reaction: reactants, conditions, products, and yield. This data is from the Open Reaction Database (ORD), a public repository of structured organic reaction records. Starting materials: CCOCC (ether), C(C)OCC (diethyl ether), [OH-].[K+] (potassium hydroxide), C(C)OCC (diethyl ether), [OH-].[K+] (potassium hydroxide), CN(C(=N)N[N+](=O)[O-])N=O (1-methyl-3-nitro-1-nitrosoguanidine), CN(C(=N)N[N+](=O)[O-])N=O (1-methyl-3-nitro-1-nitrosoguanidine), C=C1CCN(CC1)C(=O)OC(C)(C)C (tert-butyl 4-methylidenepiperidine-1-carboxylate), CCOCC (ether). Run in C(C)(=O)O (acetic acid), O1CCCC1 (tetrahydrofuran). Reaction conditions: time 10 minute. The product is C1CC12CCN(CC2)C(=O)OC(C)(C)C (tert-butyl 6-azaspiro[2.5]octane-6-carboxylate). Isolated yield 24.0%. As a reaction SMILES: [CH2:1](OCC)C.[OH-].[K+].CN(N=O)C(N[N+]([O-])=O)=N.[CH2:18]=[C:19]1[CH2:24][CH2:23][N:22]([C:25]([O:27][C:28]([CH3:31])([CH3:30])[CH3:29])=[O:26])[CH2:21][CH2:20]1>O1CCCC1.C(O)(=O)C>[CH2:1]1[C:19]2([CH2:24][CH2:23][N:22]([C:25]([O:27][C:28]([CH3:31])([CH3:30])[CH3:29])=[O:26])[CH2:21][CH2:20]2)[CH2:18]1 |f:1.2|. Reported procedure: To a mixture of diethyl ether (25 mL) and 30% aqueous potassium hydroxide solution (5 mL) was added 1-methyl-3-nitro-1-nitrosoguanidine (containing 50% water, 2.17 g), and the mixture was stirred at room temperature for 10 min. To a solution (25 mL) of tert-butyl 4-methylidenepiperidine-1-carboxylate (1.00 g, 5.07 mmol) in tetrahydrofuran was added dropwise the above-mentioned ether layer, and the mixture was stirred at room temperature for 16 hr. To the reaction mixture was added a ether layer ... Starting materials: CCO, CCOC(=O)CCN(C)C(=O)c1ccc(NC(CC(C)C)c2cc(-c3cccc(OC)c3)oc2C)cc1, CCCCCC. Yields the product COc1cccc(-c2cc(C(CC(C)C)Nc3ccc(C(=O)N(C)CCC(=O)O)cc3)c(C)o2)c1. As a reaction SMILES: [CH2:44]([OH:45])[CH3:46].[CH3:1][O:2][c:3]1[cH:4][c:5](-[c:9]2[cH:10][c:11]([CH:15]([CH2:16][CH:17]([CH3:18])[CH3:19])[NH:20][c:21]3[cH:22][cH:23][c:24]([C:27](=[O:28])[N:29]([CH2:30][CH2:31][C:32](=[O:33])[O:34][CH2:35][CH3:36])[CH3:37])[cH:25][cH:26]3)[c:12]([CH3:14])[o:13]2)[cH:6][cH:7][cH:8]1.[CH3:38][CH2:39][CH2:40][CH2:41][CH2:42][CH3:43]>>[CH3:1][O:2][c:3]1[cH:4][c:5](-[c:9]2[cH:10][c:11]([CH:15]([CH2:16][CH:17]([CH3:18])[CH3:19])[NH:20][c:21]3[cH:22][cH:23][c:24]([C:27](=[O:28])[N:29]([CH2:30][CH2:31][C:32](=[O:33])[OH:34])[CH3:37])[cH:25][cH:26]3)[c:12]([CH3:14])[o:13]2)[cH:6][cH:7][cH:8]1. The reactants are O=C1NCCc2cc(Br)ccc21, Cc1ccccc1, OB(O)C1CC1, C1CCC(P(C2CCCCC2)C2CCCCC2)CC1, CC(=O)[O-], CC(=O)[O-], O, [Pd+2]. As a reaction SMILES: [Br:1][c:2]1[cH:3][c:4]2[c:9]([cH:10][cH:11]1)[C:8](=[O:12])[NH:7][CH2:6][CH2:5]2.[CH3:38][c:39]1[cH:40][cH:41][cH:42][cH:43][cH:44]1.[CH:13]1([B:16]([OH:17])[OH:18])[CH2:14][CH2:15]1.[CH:19]1([P:20]([CH:21]2[CH2:22][CH2:23][CH2:24][CH2:25][CH2:26]2)[CH:27]2[CH2:28][CH2:29][CH2:30][CH2:31][CH2:32]2)[CH2:33][CH2:34][CH2:35][CH2:36][CH2:37]1.[O-:47][C:48]([CH3:49])=[O:50].[O-:51][C:52]([CH3:53])=[O:54].[OH2:45].[Pd+2:46]>>[c:2]1([CH:13]2[CH2:14][CH2:15]2)[cH:3][c:4]2[c:9]([cH:10][cH:11]1)[C:8](=[O:12])[NH:7][CH2:6][CH2:5]2. Yields the product O=C1NCCc2cc(C3CC3)ccc21.